This data is from the Open Reaction Database (ORD), a public repository of structured organic reaction records. The task is: describe an organic reaction: reactants, conditions, products, and yield Reactants: C(C)NC1=C(C=C(C#N)C=C1)[N+](=O)[O-] (4-ethylamino-3-nitrobenzonitrile). Yields the product NC=1C=C(C#N)C=CC1NCC (3-amino-4-ethylaminobenzonitrile). Conditions: time 3 hour. Reported procedure: A 250 mL pressure flask was sparged with a stream of nitrogen and then charged with 4-ethylamino-3-nitrobenzonitrile (1.6 g, 8.5 mmol), EtOAc (35 mL) and 10% w/w Pd/C (1.0 g, 11 mol %). The pressure flask was affixed to a Parr hydrogenation apparatus, evacuated briefly and backfilled with argon (2 cycles), then evacuated briefly and backfilled with hydrogen (3 cycles). The flask was pressurized to 50 psi of hydrogen and shaken vigorously. After 3 h, the flask was vented and sparged with a stream... Isolated yield 102.2%. The reagents and catalysts are [Pd] (Pd/C). The solvent is CCOC(=O)C (EtOAc). RXN SMILES: [CH2:1]([NH:3][C:4]1[CH:11]=[CH:10][C:7]([C:8]#[N:9])=[CH:6][C:5]=1[N+:12]([O-])=O)[CH3:2]>[Pd].CCOC(C)=O>[NH2:12][C:5]1[CH:6]=[C:7]([CH:10]=[CH:11][C:4]=1[NH:3][CH2:1][CH3:2])[C:8]#[N:9]. Starting materials: Intermediate 20, FC(C(=O)O)(F)F.C(CCC)OC=1NC(=C2N=C(N=C2N1)OC)N (2-(butyloxy)-8-(methyloxy)-1H-purin-6-amine trifluoroacetate), BrCCCBr (1,3-dibromopropane), N1CCCC1 (pyrrolidine). The product is C(CCC)OC1=NC(=C2N=C(N(C2=N1)CCCN1CCCC1)OC)N (2-(Butyloxy)-8-(methyloxy)-9-[3-(1-pyrrolidinyl)propyl]-9H-purin-6-amine). RXN SMILES: FC(F)(F)C(O)=O.[CH2:8]([O:12][C:13]1[NH:14][C:15]([NH2:24])=[C:16]2[C:20]([N:21]=1)=[N:19][C:18]([O:22][CH3:23])=[N:17]2)[CH2:9][CH2:10][CH3:11].Br[CH2:26][CH2:27][CH2:28]Br.[NH:30]1[CH2:34][CH2:33][CH2:32][CH2:31]1>>[CH2:8]([O:12][C:13]1[N:21]=[C:20]2[C:16]([N:17]=[C:18]([O:22][CH3:23])[N:19]2[CH2:26][CH2:27][CH2:28][N:30]2[CH2:34][CH2:33][CH2:32][CH2:31]2)=[C:15]([NH2:24])[N:14]=1)[CH2:9][CH2:10][CH3:11] |f:0.1|. Procedure details: Prepared similarly to Intermediate 20 from 2-(butyloxy)-8-(methyloxy)-1H-purin-6-amine trifluoroacetate, 1,3-dibromopropane and pyrrolidine. As a reaction SMILES: [NH2:1][CH:2]1[CH:3]([NH:7][C:8]([c:9]2[c:10]([CH2:19][CH3:20])[cH:11][c:12]([C:15]([F:16])([F:17])[F:18])[cH:13][cH:14]2)=[O:21])[CH2:4][CH2:5][CH2:6]1.[O:22]=[C:23]1[CH2:24][CH2:25][CH2:26][CH2:27]1>>[NH:1]([CH:2]1[CH:3]([NH:7][C:8]([c:9]2[c:10]([CH2:19][CH3:20])[cH:11][c:12]([C:15]([F:16])([F:17])[F:18])[cH:13][cH:14]2)=[O:21])[CH2:4][CH2:5][CH2:6]1)[CH:23]1[CH2:24][CH2:25][CH2:26][CH2:27]1. Product: CCc1cc(C(F)(F)F)ccc1C(=O)NC1CCCC1NC1CCCC1. Starting materials: CCc1cc(C(F)(F)F)ccc1C(=O)NC1CCCC1N, O=C1CCCC1. Reactants: C([O-])(O)=O.[Na+] (sodium bicarbonate), ClC(C(CC(=O)OC)=O)F (methyl 4-chloro-4-fluoro-3-oxobutyrate), C(CC(C)C)ON=O (isopentylnitrite), C(C)(=O)Cl (acetylchloride). Solvent: ClCCl (dichloromethane), O (water). The product is ClC(C(C(C(=O)OC)=NO)=O)F (methyl 4-chloro-4-fluoro-2-(hydroxyimino)-3-oxobutyrate). Reaction SMILES: [Cl:1][CH:2]([F:10])[C:3](=[O:9])[CH2:4][C:5]([O:7][CH3:8])=[O:6].C([O:16][N:17]=O)CC(C)C.C(Cl)(=O)C.C(=O)(O)[O-].[Na+]>ClCCl.O>[Cl:1][CH:2]([F:10])[C:3](=[O:9])[C:4](=[N:17][OH:16])[C:5]([O:7][CH3:8])=[O:6] |f:3.4|. Reported procedure: To a solution of methyl 4-chloro-4-fluoro-3-oxobutyrate (31 g) and isopentylnitrite (25.8 ml) in dichloromethane (120 ml) was added dropwise acetylchloride (13 ml) under ice-cooling with stirring and the mixture was stirred for 3 hours at 5° C. to 10° C. The resulting solution was poured into water (300 ml) and adjusted to pH 3.0 with saturated aqueous sodium bicarbonate. The separated organic phase was washed with water (300 ml) and dried with magnesium sulfate and evaporated in vacuo to give m... The reactants are CCO, CC12CCC3c4ccc(O)cc4CCC3C1CCC2=O, [Na+], [OH-], O=Cc1ccncc1. Product: CC12CCC3c4ccc(O)cc4CCC3C1CC(=Cc1ccncc1)C2=O. Reaction SMILES: [CH3:31][CH2:32][OH:33].[CH:3]12[CH2:4][CH2:5][C:6]3([CH3:7])[C:8](=[O:9])[CH2:10][CH2:11][CH:12]3[CH:13]1[CH2:14][CH2:15][c:16]1[cH:17][c:18]([OH:19])[cH:20][cH:21][c:22]12.[Na+:2].[OH-:1].[n:23]1[cH:24][cH:25][c:26]([CH:29]=[O:30])[cH:27][cH:28]1>>[CH:3]12[CH2:4][CH2:5][C:6]3([CH3:7])[C:8](=[O:9])[C:10](=[CH:29][c:26]4[cH:25][cH:24][n:23][cH:28][cH:27]4)[CH2:11][CH:12]3[CH:13]1[CH2:14][CH2:15][c:16]1[cH:17][c:18]([OH:19])[cH:20][cH:21][c:22]12.